Task: describe an organic reaction: reactants, conditions, products, and yield. Dataset: the Open Reaction Database (ORD), a public repository of structured organic reaction records Reactants: O (water), BrC=1C=NC(=NC1)Cl (5-bromo-2-chloropyrimidine), N1C(CCC1)=O (pyrrolidin-2-one), C(=O)([O-])[O-].[K+].[K+] (K2CO3). Run in CN1C(CCC1)=O (1-methylpyrrolidin-2-one). Run at temperature 80 celsius, time 8 hour. Yields the product BrC=1C=NC(=NC1)N1C(CCC1)=O (1-(5-bromopyrimidin-2-yl)pyrrolidin-2-one). Reaction SMILES: [Br:1][C:2]1[CH:3]=[N:4][C:5](Cl)=[N:6][CH:7]=1.[NH:9]1[CH2:13][CH2:12][CH2:11][C:10]1=[O:14].C([O-])([O-])=O.[K+].[K+].O>CN1CCCC1=O>[Br:1][C:2]1[CH:3]=[N:4][C:5]([N:9]2[CH2:13][CH2:12][CH2:11][C:10]2=[O:14])=[N:6][CH:7]=1 |f:2.3.4|. Procedure: A mixture of 5-bromo-2-chloropyrimidine (11.3 g), pyrrolidin-2-one (5 g), and K2CO3 (27.4 g) in 1-methylpyrrolidin-2-one (100 mL) was heated to 80° C. under nitrogen and stirred at this temperature overnight. After cooling to room temperature, the reaction mixture was concentrated to give an oil which was poured into water (50 mL). The resulting mixture was extracted with ethyl acetate (3×50 mL) and the combined organic phase was concentrated to afford an oil, which was purified by column chroma... Solvent: CN(C=O)C (N,N-dimethylformamide). The product is C(C)(C)(C)OC(=O)N1CCC(CC1)C1=CC=2C(=NC=C(N2)C2=CC=C(C=C2)S(=O)(=O)C)O1 (4-[2-(4-Methanesulfonyl-phenyl)-furo[2,3-b]pyrazin-6-yl]-piperidine-1-carboxylic acid tert-butyl ester). The reactants are C(C)(C)(C)OC(=O)N1CCC(CC1)C1=CC=2C(=NC=C(N2)Cl)O1 (4-(2-chloro-furo[2,3-b]pyrazin-6-yl)-piperidine-1-carboxylic acid tert-butyl ester), CS(=O)(=O)C1=CC=C(C=C1)B(O)O (4-(methanesulfonyl)phenyl boronic acid), C(=O)([O-])[O-].[Na+].[Na+] (Na2CO3), O (water). Procedure details: A mixture of 4-(2-chloro-furo[2,3-b]pyrazin-6-yl)-piperidine-1-carboxylic acid tert-butyl ester (200 mg), 4-(methanesulfonyl)phenyl boronic acid (140 mg), Na2CO3 (126 mg), water (2.5 mL), and N,N-dimethylformamide (2.5 mL) is sparged with argon for 10 min and Pd(PPh3)4 (15 mg) is added. The resulting mixture is stirred at 100° C. for 1.5 h. After cooling to room temperature, water and ethyl acetate are added. The organic phase is washed with brine, dried (MgSO4), and the solvent is evaporated. T... RXN SMILES: [C:1]([O:5][C:6]([N:8]1[CH2:13][CH2:12][CH:11]([C:14]2[O:23][C:17]3=[N:18][CH:19]=[C:20](Cl)[N:21]=[C:16]3[CH:15]=2)[CH2:10][CH2:9]1)=[O:7])([CH3:4])([CH3:3])[CH3:2].[CH3:24][S:25]([C:28]1[CH:33]=[CH:32][C:31](B(O)O)=[CH:30][CH:29]=1)(=[O:27])=[O:26].C([O-])([O-])=O.[Na+].[Na+].O>CN(C)C=O>[C:1]([O:5][C:6]([N:8]1[CH2:13][CH2:12][CH:11]([C:14]2[O:23][C:17]3=[N:18][CH:19]=[C:20]([C:31]4[CH:32]=[CH:33][C:28]([S:25]([CH3:24])(=[O:27])=[O:26])=[CH:29][CH:30]=4)[N:21]=[C:16]3[CH:15]=2)[CH2:10][CH2:9]1)=[O:7])([CH3:4])([CH3:3])[CH3:2] |f:2.3.4|. Conditions: temperature 100 celsius, time 1.5 hour. Reactants: Brc1cnc2[nH]ccc2c1, C[Si](C)(C)[N-][Si](C)(C)C, CC(C)[Si](Cl)(C(C)C)C(C)C, [Li+], C1CCOC1. The product is CC(C)[Si](C(C)C)(C(C)C)n1ccc2cc(Br)cnc21. RXN SMILES: [Br:1][c:2]1[cH:3][c:4]2[c:5]([n:6][cH:7]1)[nH:8][cH:9][cH:10]2.[CH3:11][Si:12]([CH3:13])([CH3:14])[N-:15][Si:16]([CH3:17])([CH3:18])[CH3:19].[CH:21]([CH3:22])([CH3:23])[Si:24]([Cl:25])([CH:26]([CH3:27])[CH3:28])[CH:29]([CH3:30])[CH3:31].[Li+:20].[O:32]1[CH2:33][CH2:34][CH2:35][CH2:36]1>>[Br:1][c:2]1[cH:3][c:4]2[c:5]([n:6][cH:7]1)[n:8]([Si:24]([CH:21]([CH3:22])[CH3:23])([CH:26]([CH3:27])[CH3:28])[CH:29]([CH3:30])[CH3:31])[cH:9][cH:10]2. Reactants: C(CCCCCCCCCCCCCCCCC)O (stearyl alcohol), C1(CCC(=O)O1)=O (succinic anhydride), [OH-].[Ca+2].[OH-] (calcium hydroxide). Run at temperature 80 celsius, time 30 minute. Yields the product C(CCC(=O)[O-])(=O)OCCCCCCCCCCCCCCCCCC.[Ca+2].C(CCCCCCCCCCCCCCCCC)OC(CCC(=O)[O-])=O (Calcium stearyl succinate). RXN SMILES: [CH2:1]([OH:19])[CH2:2][CH2:3][CH2:4][CH2:5][CH2:6][CH2:7][CH2:8][CH2:9][CH2:10][CH2:11][CH2:12][CH2:13][CH2:14][CH2:15][CH2:16][CH2:17][CH3:18].[C:20]1(=[O:26])[O:25][C:23](=[O:24])[CH2:22][CH2:21]1.[OH-].[Ca+2:28].[OH-]>>[C:20]([O:19][CH2:1][CH2:2][CH2:3][CH2:4][CH2:5][CH2:6][CH2:7][CH2:8][CH2:9][CH2:10][CH2:11][CH2:12][CH2:13][CH2:14][CH2:15][CH2:16][CH2:17][CH3:18])(=[O:26])[CH2:21][CH2:22][C:23]([O-:25])=[O:24].[Ca+2:28].[CH2:1]([O:19][C:20](=[O:26])[CH2:21][CH2:22][C:23]([O-:25])=[O:24])[CH2:2][CH2:3][CH2:4][CH2:5][CH2:6][CH2:7][CH2:8][CH2:9][CH2:10][CH2:11][CH2:12][CH2:13][CH2:14][CH2:15][CH2:16][CH2:17][CH3:18] |f:2.3.4,5.6.7|. Reported procedure: 696.4 g of a commercially available technical stearyl alcohol were introduced into a reaction vessel and heated to 80° C. 256.6 g succinic anhydride were then added; the reaction mixture was heated to 130° C. The reaction was mildly exothermic; the temperature rose to 140° C. The reaction mixture was then stirred for 30 minutes at 130 to 140° C.; the acid value of the reaction mixture was 151 to 152. 94.3 g plus 2.8 g (3% excess) calcium hydroxide Were then introduced in portions over a period o... Reactants: C(C)C1=CC=C(C(=O)Cl)C=C1 (4-ethylbenzoyl chloride), ClC1=NC=C(C=C1)C(F)(F)F (2-chloro-5-(trifluoromethyl)pyridine), ClC1=C(C=CC(=C1)Cl)C1=NC(=NC=C1C=1NC=CN1)NCCNC1=NC=C(C=C1)[N+](=O)[O-] ([4-(2,4-dichlorophenyl)-5-imidazol-2-ylpyrimidin-2-yl]{2-[(5-nitro(2-pyridyl))amino]ethyl}amine). Yields the product C(C)C1=CC=C(C=C1)C1=NC(=NC=C1C=1NC=CN1)NCCNC1=NC=C(C=C1)C(F)(F)F ([4-(4-ethylphenyl)-5-imidazol-2-ylpyrimidin-2-yl](2-{[5-(trifluoromethyl)(2-pyridyl)]amino}ethyl)amine). As a reaction SMILES: [CH2:1]([C:3]1[CH:11]=[CH:10][C:6]([C:7](Cl)=O)=[CH:5][CH:4]=1)[CH3:2].Cl[C:13]1[CH:18]=[CH:17][C:16]([C:19]([F:22])([F:21])[F:20])=[CH:15][N:14]=1.ClC1C=C(Cl)C=CC=1C1[C:36]([C:37]2[NH:38][CH:39]=[CH:40][N:41]=2)=[CH:35][N:34]=[C:33]([NH:42][CH2:43][CH2:44][NH:45]C2C=CC([N+]([O-])=O)=CN=2)[N:32]=1>>[CH2:1]([C:3]1[CH:11]=[CH:10][C:6]([C:7]2[C:36]([C:37]3[NH:38][CH:39]=[CH:40][N:41]=3)=[CH:35][N:34]=[C:33]([NH:42][CH2:43][CH2:44][NH:45][C:13]3[CH:18]=[CH:17][C:16]([C:19]([F:22])([F:21])[F:20])=[CH:15][N:14]=3)[N:32]=2)=[CH:5][CH:4]=1)[CH3:2]. Procedure: [4-(4-ethylphenyl)-5-imidazol-2-ylpyrimidin-2-yl](2-{[5-(trifluoromethyl)(2-pyridyl)]amino}ethyl)amine was prepared from 4-ethylbenzoyl chloride and 2-chloro-5-(trifluoromethyl)pyridine using the general method for [4-(2,4-dichlorophenyl)-5-imidazol-2-ylpyrimidin-2-yl]{2-[(5-nitro(2-pyridyl))amino]ethyl}amine. Solvent: O1CCOCC1 (p-dioxane). Yields the product O1C=COC2=C1C=CC=C2 (benzodioxin). Reactants: 3,5-(1,1-dimethylethyl)-2-hydroxybenzenemethanol, CC1OC(OC(O1)C)C (paraldehyde), O.C1(=CC=C(C=C1)S(=O)(=O)O)C (p-toluenesulfonic acid hydrate). As a reaction SMILES: CC1O[CH:6]([CH3:8])[O:5][CH:4]([CH3:9])O1.[OH2:10].[C:11]1(C)C=C[C:14](S(O)(=O)=O)=[CH:13][CH:12]=1>O1CCOCC1>[O:5]1[C:4]2[CH:9]=[CH:11][CH:12]=[CH:13][C:14]=2[O:10][CH:8]=[CH:6]1 |f:1.2|. Procedure: Reaction of 3,5-(1,1-dimethylethyl)-2-hydroxybenzenemethanol (7.03 g, 0.03 mol), paraldehyde (13.2, 0.3 mol), p-dioxane (150 mL) and p-toluenesulfonic acid hydrate (0.57 g, 0.003 mol) as described in Example 4, provided after distillation 4.12 g (52% yield, GLC purity 99%), of 6,8-(1,1-dimethylethyl)-2-methyl-4H-1,3-benzodioxin. Crystallization from methanol provided 3.0 g of pure benzodioxin, mp 59°-61° C.; 1H-NMR (CDCl3)δ1.20 (9H, s), 1.30 (9H, s), 1.50 (3H, d, J=5 Hz), 4.83 (2H, dd, J=5 and 1... Isolated yield 745.5%. Reactants: Cl (hydrochloric acid), OC(CCN1CCN(CC1)C1=C(C=CC=C1)OC)C=1C=C2CCC(NC2=CC1)=O (6- {-1-hydroxy-3-[4-(2-methoxy- phenyl)-1-piperazinyl]propyl}-3,4-dihydrocarbostyril), [OH-].[Na+] (NaOH). The solvent is O1CCOCC1 (dioxane). Reaction conditions: time 30 minute. Yields the product COC1=C(C=CC=C1)N1CCN(CC1)CC=CC=1C=C2CCC(NC2=CC1)=O (6-{3-[4-(2-methoxyphenyl)- 1-piperazinyl]-1-propenyl}-3,4-dihydrocarbostyril). As a reaction SMILES: O[CH:2]([C:19]1[CH:20]=[C:21]2[C:26](=[CH:27][CH:28]=1)[NH:25][C:24](=[O:29])[CH2:23][CH2:22]2)[CH2:3][CH2:4][N:5]1[CH2:10][CH2:9][N:8]([C:11]2[CH:16]=[CH:15][CH:14]=[CH:13][C:12]=2[O:17][CH3:18])[CH2:7][CH2:6]1.Cl.[OH-].[Na+]>O1CCOCC1>[CH3:18][O:17][C:12]1[CH:13]=[CH:14][CH:15]=[CH:16][C:11]=1[N:8]1[CH2:9][CH2:10][N:5]([CH2:4][CH:3]=[CH:2][C:19]2[CH:20]=[C:21]3[C:26](=[CH:27][CH:28]=2)[NH:25][C:24](=[O:29])[CH2:23][CH2:22]3)[CH2:6][CH2:7]1 |f:2.3|. Procedure: 2.8 Grams of 6- {-1-hydroxy-3-[4-(2-methoxy- phenyl)-1-piperazinyl]propyl}-3,4-dihydrocarbostyril was dissolved in 100 ml of dioxane and 5 ml of concentrated hydrochloric acid was added thereto, then the mixture was refluxed for 15 minutes. The reaction mixture was concentrated under a reduced pressure to dryness to obtain a residue. To the residue were added 10N-NaOH and further and stirred at a room temperature for 30 minutes to precipitate crystals. The crystals were collected by filtration, ... Reactants: C1=CC(=CC(=C1)Cl)C(=O)OO (m-CPBA), C([O-])([O-])=O.[K+].[K+] (potassium carbonate), C(C(=C)C)(=O)OC(C)CC=C (4-penten-2-yl methacrylate). The solvent is C(Cl)(Cl)Cl (chloroform), O (water). Run at temperature 23 celsius, time 6 hour. Yields the product C(C(=C)C)(=O)OC(C)CC1CO1 (4,5-epoxypent-2-yl methacrylate). Yield: 61.5%. Reaction SMILES: C1[CH:6]=[C:5](Cl)[CH:4]=[C:3]([C:8]([O:10]O)=O)C=1.[C:12]([O:17]C(CC=C)C)(=[O:16])[C:13]([CH3:15])=[CH2:14].C(=O)([O-])[O-].[K+].[K+]>C(Cl)(Cl)Cl.O>[C:12]([O:17][CH:5]([CH2:4][CH:3]1[O:10][CH2:8]1)[CH3:6])(=[O:16])[C:13]([CH3:15])=[CH2:14] |f:2.3.4|. Procedure details: A solution of m-CPBA (32 g) in chloroform (150 ml) was cooled in cold water and then 4-penten-2-yl methacrylate (14 g) was added. The mixture was stirred at 23° C. for 6 hours. The post-reaction mixture was then poured into dilute potassium carbonate (300 ml) and the organic layer was separated. The organic layer was washed with three more portions of carbonate, finally with water and then dried. Remaining solvents were then removed and the residue was subjected to chromatography on silica gel. ... Reactants: [Li]CCCC, CS(=O)(=O)c1nc(Oc2ccc(F)c(F)c2)c(-c2ccc(Cl)cc2)c(-c2ccc(Cl)cc2Cl)n1, CCO. Product: CCOc1nc(Oc2ccc(F)c(F)c2)c(-c2ccc(Cl)cc2)c(-c2ccc(Cl)cc2Cl)n1. RXN SMILES: [CH2:35]([Li:36])[CH2:37][CH2:38][CH3:39].[CH3:1][S:2](=[O:3])(=[O:4])[c:5]1[n:6][c:7](-[c:27]2[c:28]([Cl:34])[cH:29][c:30]([Cl:33])[cH:31][cH:32]2)[c:8](-[c:20]2[cH:21][cH:22][c:23]([Cl:26])[cH:24][cH:25]2)[c:9]([O:11][c:12]2[cH:13][c:14]([F:19])[c:15]([F:18])[cH:16][cH:17]2)[n:10]1.[CH3:40][CH2:41][OH:42]>>[c:5]1([O:42][CH2:41][CH3:40])[n:6][c:7](-[c:27]2[c:28]([Cl:34])[cH:29][c:30]([Cl:33])[cH:31][cH:32]2)[c:8](-[c:20]2[cH:21][cH:22][c:23]([Cl:26])[cH:24][cH:25]2)[c:9]([O:11][c:12]2[cH:13][c:14]([F:19])[c:15]([F:18])[cH:16][cH:17]2)[n:10]1.